From a dataset of the Open Reaction Database (ORD), a public repository of structured organic reaction records. describe an organic reaction: reactants, conditions, products, and yield Reactants: CC#CC, Fc1c(F)c(F)c(F)c(F)c1F, [Hg], COC(=O)C(=[N+]=[N-])C(=O)OC. Yields the product COC(=O)C1(C(=O)OC)C(C)=C1C. RXN SMILES: [CH3:1][C:2]#[C:3][CH3:4].[F:16][c:17]1[c:18]([F:19])[c:20]([F:21])[c:22]([F:23])[c:24]([F:25])[c:26]1[F:27].[Hg:28].[N+:5](=[N-:6])=[C:7]([C:8](=[O:9])[O:10][CH3:11])[C:12](=[O:13])[O:14][CH3:15]>>[CH3:1][C:2]1=[C:3]([CH3:4])[C:7]1([C:8](=[O:9])[O:10][CH3:11])[C:12](=[O:13])[O:14][CH3:15]. Reactants: FC(C=1C=C(C(=O)NCCC=2C=CC=C3C=CC(=CC23)S(=O)(=O)CCC(=O)O)C=CC1)(F)F (3-{[8-(2-{[3-(Trifluoromethyl)benzoyl]amino}ethyl)-2-naphthyl]sulphonyl}propanoic acid). Solvent: S(=O)(Cl)Cl (thionyl chloride). Run at temperature 60 celsius, time 1 hour. Yields the product O=C1CCSC=2C=CC3=C(C12)C(=CC=C3)CCNC(C3=CC(=CC=C3)C(F)(F)F)=O (N-[2-(1-Oxo-2,3-dihydro-1H-benzo[f]thiochromen-10-yl)ethyl]-3-(trifluoromethyl)benzamide). RXN SMILES: [F:1][C:2]([F:33])([F:32])[C:3]1[CH:4]=[C:5]([CH:29]=[CH:30][CH:31]=1)[C:6]([NH:8][CH2:9][CH2:10][C:11]1[CH:12]=[CH:13][CH:14]=[C:15]2[C:20]=1[CH:19]=[C:18]([S:21]([CH2:24][CH2:25][C:26](O)=[O:27])(=O)=O)[CH:17]=[CH:16]2)=[O:7]>S(Cl)(Cl)=O>[O:27]=[C:26]1[C:19]2[C:20]3[C:11]([CH2:10][CH2:9][NH:8][C:6](=[O:7])[C:5]4[CH:29]=[CH:30][CH:31]=[C:3]([C:2]([F:32])([F:33])[F:1])[CH:4]=4)=[CH:12][CH:13]=[CH:14][C:15]=3[CH:16]=[CH:17][C:18]=2[S:21][CH2:24][CH2:25]1. Procedure: The product obtained in Step B (3 mmol), dissolved in thionyl chloride, is stirred at 60° C. under a current of nitrogen for one hour. The thionyl chloride is evaporated off under reduced pressure and the residue is dried with the aid of a vane pump to yield the title product.